Dataset: the Open Reaction Database (ORD), a public repository of structured organic reaction records. Task: describe an organic reaction: reactants, conditions, products, and yield Procedure: Isopropylmagnesium bromide (15.5 ml, 2M in THF) was added to a solution of 3-bromopyridine (4.92 g) in THF (30 ml) at 0° C. and stirred for 1 h. A solution of the product from step (a) (2.18 g) in THF (20 ml) was then added and the reaction mixture was stirred at room temperature for 40 h. The mixture was quenched by the addition of saturated ammonium chloride solution (250 ml) and extracted with ethyl acetate. The organic layer was washed with brine and dried (MgSO4). The solvent was evaporated... Reactants: C(C)(C)[Mg]Br (Isopropylmagnesium bromide), BrC=1C=NC=CC1 (3-bromopyridine), COCNC(CNC(OC(C)(C)C)=O)=O (1,1-Dimethylethyl N-[2-(methoxymethylamino)-2-oxoethyl]carbamate). The yield is 78.0%. As a reaction SMILES: C([Mg]Br)(C)C.Br[C:7]1[CH:8]=[N:9][CH:10]=[CH:11][CH:12]=1.COCN[C:17](=[O:27])[CH2:18][NH:19][C:20](=[O:26])[O:21][C:22]([CH3:25])([CH3:24])[CH3:23]>C1COCC1>[O:27]=[C:17]([C:7]1[CH:8]=[N:9][CH:10]=[CH:11][CH:12]=1)[CH2:18][NH:19][C:20](=[O:26])[O:21][C:22]([CH3:24])([CH3:23])[CH3:25]. Solvent: C1CCOC1 (THF), C1CCOC1 (THF). Run at time 1 hour. Yields the product O=C(CNC(OC(C)(C)C)=O)C=1C=NC=CC1 (1,1-Dimethylethyl [2-oxo-2-(3-pyridinyl)ethyl]carbamate). Starting materials: FC1=CC=C(C=C1)N1C=CC2=CC(=CC=C12)C#CCCCO (5-[1-(4-Fluoro-phenyl)-1H-indol-5-yl]-pent-4-yn-1-ol), 25, Mg PtO2. Run in CCO (EtOH). Product: FC1=CC=C(C=C1)N1C=CC2=CC(=CC=C12)CCCCCO (5-[1-(4-Fluoro-phenyl)-1H-indol-5-yl]-pentan-1-ol). Yield: 79.3%. As a reaction SMILES: [F:1][C:2]1[CH:7]=[CH:6][C:5]([N:8]2[C:16]3[C:11](=[CH:12][C:13]([C:17]#[C:18][CH2:19][CH2:20][CH2:21][OH:22])=[CH:14][CH:15]=3)[CH:10]=[CH:9]2)=[CH:4][CH:3]=1>CCO>[F:1][C:2]1[CH:7]=[CH:6][C:5]([N:8]2[C:16]3[C:11](=[CH:12][C:13]([CH2:17][CH2:18][CH2:19][CH2:20][CH2:21][OH:22])=[CH:14][CH:15]=3)[CH:10]=[CH:9]2)=[CH:4][CH:3]=1. Procedure details: 400 mg (1.4 mmol) 5-[1-(4-Fluoro-phenyl)-1H-indol-5-yl]-pent-4-yn-1-ol in 10 ml EtOH were hydrogenated in the presence of 25 Mg PtO2. The suspension was filtered and the crude material purified by column chromatography on silica gel with hexane/EtOAc to yield 330 mg (79%) 5-[1-(4-Fluoro-phenyl)-1H-indol-5-yl]-pentan-1-ol as colorless viscous oil, MS: 297 (M). The reactants are C(C)(=O)C(CCCCCC(=O)OCC)(C(C)=O)C(C1=CC=C(C=C1)C#N)=O (Ethyl 7-acetyl-7-(4-cyanobenzoyl)-8-oxononanoate). Solvent: FC(C(=O)O)(F)F (trifluoroacetic acid). Run at temperature 20 celsius, time 15 minute. Product: C(#N)C1=CC=C(C(=O)C(CCCCCC(=O)OCC)C(C)=O)C=C1 (ethyl 7-(4-cyanobenzoyl)-8-oxononanoate). Isolated yield 72.5%. As a reaction SMILES: [C:1]([C:4]([C:18](=[O:27])[C:19]1[CH:24]=[CH:23][C:22]([C:25]#[N:26])=[CH:21][CH:20]=1)(C(=O)C)[CH2:5][CH2:6][CH2:7][CH2:8][CH2:9][C:10]([O:12][CH2:13][CH3:14])=[O:11])(=[O:3])[CH3:2]>FC(F)(F)C(O)=O>[C:25]([C:22]1[CH:21]=[CH:20][C:19]([C:18]([CH:4]([C:1](=[O:3])[CH3:2])[CH2:5][CH2:6][CH2:7][CH2:8][CH2:9][C:10]([O:12][CH2:13][CH3:14])=[O:11])=[O:27])=[CH:24][CH:23]=1)#[N:26]. Procedure details: Ethyl 7-acetyl-7-(4-cyanobenzoyl)-8-oxononanoate (3.5 g) was dissolved in trifluoroacetic acid (12.6 ml) and the mixture was stirred at 20° C. for 15 minutes. The mixture was partitioned between ethyl acetate and water. The organic layer was separated, washed with water, aqueous sodium bicarbonate and brine, dried over MgSO4 (magnesium sulfate), and evaporated to give ethyl 7-(4-cyanobenzoyl)-8-oxononanoate (2.25 g) as an oil. Reactants: CC#N, CN1CCCC1CCN, O=C(O)CCn1cnc2c(=O)[nH]cnc21. The product is CN1CCCC1CCNC(=O)CCn1cnc2c(=O)[nH]cnc21. As a reaction SMILES: [CH3:25][C:26]#[N:27].[NH2:1][CH2:2][CH2:3][CH:4]1[N:5]([CH3:9])[CH2:6][CH2:7][CH2:8]1.[O:10]=[c:11]1[c:12]2[n:13][cH:14][n:15]([CH2:20][CH2:21][C:22](=[O:23])[OH:24])[c:16]2[n:17][cH:18][nH:19]1>>[NH:1]([CH2:2][CH2:3][CH:4]1[N:5]([CH3:9])[CH2:6][CH2:7][CH2:8]1)[C:22]([CH2:21][CH2:20][n:15]1[cH:14][n:13][c:12]2[c:11](=[O:10])[nH:19][cH:18][n:17][c:16]21)=[O:23].